From a dataset of the Open Reaction Database (ORD), a public repository of structured organic reaction records. describe an organic reaction: reactants, conditions, products, and yield Reactants: N (ammonia), N (ammonia), solution A, [Zn] (zinc), solution, SC=1SC2=C(N1)C=CC=C2 (2-mercaptobenzothiazole), [OH-].[K+] (KOH), C(=O)=O (carbon dioxide). Reaction conditions: temperature 50 celsius. Yields the product SC=1SC2=C(N1)C=CC=C2.[Zn] (zinc 2-mercaptobenzothiazole). Reaction SMILES: [Zn:1].[SH:2][C:3]1[S:4][C:5]2[CH:11]=[CH:10][CH:9]=[CH:8][C:6]=2[N:7]=1.[OH-].[K+].N.C(=O)=O>>[SH:2][C:3]1[S:4][C:5]2[CH:11]=[CH:10][CH:9]=[CH:8][C:6]=2[N:7]=1.[Zn:1] |f:2.3,6.7|. Procedure details: Prepare 600 grams of solution A as in Example 1 with 9.56% zinc. Add 243 grams of 2-mercaptobenzothiazole with acid value of 327 mg of KOH per gram and melting point of about 180° C. to the solution. Stir and warm the solution to 50° C. for one hour. The pH of this solution is measured at 10.67. Heat the solution to boil off the ammonia and carbon dioxide. The solution boils at about 60° C. to 90° C. When all the ammonia is boiled out the temperature rises to 100° C. and the pH drops to 8.57. Co... Reactants: CN(Cc1cc(Br)n(S(=O)(=O)c2cccc(Cl)c2)c1)C(=O)OC(C)(C)C, [Na+], [Na+], O=C([O-])[O-], OB(O)c1ccccc1, c1ccc(P(c2ccccc2)(c2ccccc2)[Pd](P(c2ccccc2)(c2ccccc2)c2ccccc2)(P(c2ccccc2)(c2ccccc2)c2ccccc2)P(c2ccccc2)(c2ccccc2)c2ccccc2)cc1. Yields the product CN(Cc1cc(-c2ccccc2)n(S(=O)(=O)c2cccc(Cl)c2)c1)C(=O)OC(C)(C)C. As a reaction SMILES: [Br:1][c:2]1[cH:3][c:4]([CH2:17][N:18]([C:19]([O:20][C:21]([CH3:22])([CH3:23])[CH3:24])=[O:25])[CH3:26])[cH:5][n:6]1[S:7](=[O:8])(=[O:9])[c:10]1[cH:11][c:12]([Cl:16])[cH:13][cH:14][cH:15]1.[Na+:36].[Na+:37].[O-:38][C:39](=[O:40])[O-:41].[OH:27][B:28]([OH:29])[c:30]1[cH:31][cH:32][cH:33][cH:34][cH:35]1.[cH:42]1[cH:43][cH:44][c:45]([P:46]([Pd:47]([P:48]([c:49]2[cH:50][cH:51][cH:52][cH:53][cH:54]2)([c:55]2[cH:56][cH:57][cH:58][cH:59][cH:60]2)[c:61]2[cH:62][cH:63][cH:64][cH:65][cH:66]2)([P:67]([c:68]2[cH:69][cH:70][cH:71][cH:72][cH:73]2)([c:74]2[cH:75][cH:76][cH:77][cH:78][cH:79]2)[c:80]2[cH:81][cH:82][cH:83][cH:84][cH:85]2)[P:86]([c:87]2[cH:88][cH:89][cH:90][cH:91][cH:92]2)([c:93]2[cH:94][cH:95][cH:96][cH:97][cH:98]2)[c:99]2[cH:100][cH:101][cH:102][cH:103][cH:104]2)([c:105]2[cH:106][cH:107][cH:108][cH:109][cH:110]2)[c:111]2[cH:112][cH:113][cH:114][cH:115][cH:116]2)[cH:117][cH:118]1>>[c:2]1(-[c:30]2[cH:31][cH:32][cH:33][cH:34][cH:35]2)[cH:3][c:4]([CH2:17][N:18]([C:19]([O:20][C:21]([CH3:22])([CH3:23])[CH3:24])=[O:25])[CH3:26])[cH:5][n:6]1[S:7](=[O:8])(=[O:9])[c:10]1[cH:11][c:12]([Cl:16])[cH:13][cH:14][cH:15]1. The reactants are CN(C)C=O (DMF), C(C(=O)Cl)(=O)Cl (oxalyl chloride), solution, CSC1=C(C=C(C(=O)O)C=C1)OCCC=1C=C(C=CC1)C (4-Methylsulfanyl-3-(2-m-tolyl-ethoxy)-benzoic acid), Cl.COC(=O)C1(CC2=CC=CC=C2C1)N (2-amino-indane-2-carboxylic acid methyl ester hydrochloride), C(O)([O-])=O.[Na+] (sodium hydrogencarbonate). Solvent: C(Cl)Cl (DCM), C(Cl)Cl (DCM), CC(OCC)=O (EA). Run at time 60 minute. Product: COC(=O)C1(CC2=CC=CC=C2C1)NC(C1=CC(=C(C=C1)SC)OCCC=1C=C(C=CC1)C)=O (2-[4-Methylsulfanyl-3-(2-m-tolyl-ethoxy)-benzoylamino]-indane-2-carboxylic acid methyl ester). Yield: 93.4%. RXN SMILES: [CH3:1][S:2][C:3]1[CH:11]=[CH:10][C:6]([C:7]([OH:9])=O)=[CH:5][C:4]=1[O:12][CH2:13][CH2:14][C:15]1[CH:16]=[C:17]([CH3:21])[CH:18]=[CH:19][CH:20]=1.CN(C=O)C.C(Cl)(=O)C(Cl)=O.Cl.[CH3:34][O:35][C:36]([C:38]1([NH2:47])[CH2:46][C:45]2[C:40](=[CH:41][CH:42]=[CH:43][CH:44]=2)[CH2:39]1)=[O:37].C(=O)([O-])O.[Na+]>C(Cl)Cl.CC(=O)OCC>[CH3:34][O:35][C:36]([C:38]1([NH:47][C:7](=[O:9])[C:6]2[CH:10]=[CH:11][C:3]([S:2][CH3:1])=[C:4]([O:12][CH2:13][CH2:14][C:15]3[CH:16]=[C:17]([CH3:21])[CH:18]=[CH:19][CH:20]=3)[CH:5]=2)[CH2:46][C:45]2[C:40](=[CH:41][CH:42]=[CH:43][CH:44]=2)[CH2:39]1)=[O:37] |f:3.4,5.6|. Procedure details: The compound of step 3 (395 mg, 1.31 mmol) was dissolved in DCM (5 ml). DMF (29 mg, 0.39 mmol) and oxalyl chloride (3.9 ml of a 2 M solution in DCM) were added at room temperature. The mixture was stirred for 60 min, evaporated to dryness in vacuo, dissolved in dioxane and evaporated again. The residue was dissolved in DCM (2 ml) and the solution was slowly added with stirring to an ice-cooled mixture of 2-amino-indane-2-carboxylic acid methyl ester hydrochloride (5.42 g, 23.8 mmol), EA and an e... RXN SMILES: [C:13]([O-:14])(=[O:15])[O-:16].[CH3:19][C:20]#[N:21].[CH3:22][CH2:23][O:24][C:25](=[O:26])[CH3:27].[K+:17].[K+:18].[c:1]1([N:7]2[CH2:8][CH2:9][NH:10][CH2:11][CH2:12]2)[cH:2][cH:3][cH:4][cH:5][cH:6]1>>[c:1]1([CH:13]=[O:14])[cH:2][cH:3][cH:4][cH:5][cH:6]1. The product is O=Cc1ccccc1. Reactants: O=C([O-])[O-], CC#N, CCOC(C)=O, [K+], [K+], c1ccc(N2CCNCC2)cc1. Reactants: C(=O)([O-])[O-].[K+].[K+] (K2CO3), CC1(NC2=CC=C(C=C2CC1)C)C (2,2,6-trimethyl-1,2,3,4-tetrahydroquinoline), ice water, [N+](=O)(O)[O-] (nitric acid). Solvent: S(O)(O)(=O)=O (sulfuric acid). Reaction conditions: temperature 0 celsius, time 30 minute. Yields the product CC1(NC2=CC(=C(C=C2CC1)C)[N+](=O)[O-])C (2,2,6-trimethyl-7-nitro-1,2,3,4-tetrahydro-quinoline). Reaction SMILES: [CH3:1][C:2]1([CH3:13])[CH2:11][CH2:10][C:9]2[C:4](=[CH:5][CH:6]=[C:7]([CH3:12])[CH:8]=2)[NH:3]1.[N+:14]([O-])([OH:16])=[O:15].C([O-])([O-])=O.[K+].[K+]>S(=O)(=O)(O)O>[CH3:1][C:2]1([CH3:13])[CH2:11][CH2:10][C:9]2[C:4](=[CH:5][C:6]([N+:14]([O-:16])=[O:15])=[C:7]([CH3:12])[CH:8]=2)[NH:3]1 |f:2.3.4|. Reported procedure: A solution of 2,2,6-trimethyl-1,2,3,4-tetrahydroquinoline (0.66 g, 3.8 mmol) in 10 mL of concentrated sulfuric acid was cooled to 0° C. in an ice bath. To this solution was added dropwise 1.0 mL 90% fuming nitric acid. The resulting mixture was stirred at 0° C. for 30 min., poured onto 150 mL of ice-water, neutralized to pH=7 with K2CO3 and extracted with CH2Cl2 (3×200 mL). The combined organic layers were washed with water (2×300 mL), saturated aqueous NaHCO3 (300 mL) and brine (300 mL). The so... Starting materials: Fc1cc(Br)cc(Br)c1, C1CCOC1, [Li]CCCC, CN(C)C=O, CC(C)NC(C)C. The product is O=Cc1c(F)cc(Br)cc1Br. As a reaction SMILES: [Br:13][c:14]1[cH:15][c:16]([F:21])[cH:17][c:18]([Br:20])[cH:19]1.[CH2:27]1[O:28][CH2:29][CH2:30][CH2:31]1.[CH2:8]([Li:9])[CH2:10][CH2:11][CH3:12].[CH3:22][N:23]([CH:24]=[O:25])[CH3:26].[CH:1]([NH:2][CH:3]([CH3:4])[CH3:5])([CH3:6])[CH3:7]>>[Br:13][c:14]1[c:15]([CH:24]=[O:25])[c:16]([F:21])[cH:17][c:18]([Br:20])[cH:19]1. Starting materials: CC(C1OCC(C)(C)CO1)C1CCC2C3C=CC4=CC(=O)C=CC4(C)C3CCC12C, CC(C1OCCO1)C1CCC2C3C=CC4=CC(=O)C=CC4(C)C3CCC12C. Yields the product CC(C1OCCO1)C1CCC2C3C=CC4=CC(=O)C5OC5C4(C)C3CCC12C. As a reaction SMILES: [CH3:28][C:29]1([CH3:30])[CH2:32][O:33][CH:34]([CH:35]([CH:36]2[C:37]3([CH3:38])[CH:39]([CH:40]4[CH:41]([CH2:42][CH2:43]3)[C:44]3([CH3:45])[C:46](=[CH:47][C:48](=[O:49])[CH:50]=[CH:51]3)[CH:52]=[CH:53]4)[CH2:54][CH2:55]2)[CH3:56])[O:31][CH2:57]1.[O:1]1[CH:2]([CH:6]([CH3:7])[CH:8]2[CH2:9][CH2:10][CH:11]3[CH:12]4[CH:13]=[CH:14][C:15]5=[CH:16][C:17](=[O:27])[CH:18]=[CH:19][C:20]5([CH3:21])[CH:22]4[CH2:23][CH2:24][C:25]23[CH3:26])[O:3][CH2:4][CH2:5]1>>[O:1]1[CH:2]([CH:6]([CH3:7])[CH:8]2[CH2:9][CH2:10][CH:11]3[CH:12]4[CH:13]=[CH:14][C:15]5=[CH:16][C:17](=[O:27])[CH:18]6[CH:19]([C:20]5([CH3:21])[CH:22]4[CH2:23][CH2:24][C:25]23[CH3:26])[O:31]6)[O:3][CH2:4][CH2:5]1. The reactants are FC1=CC(=CC2=CC=C(C=C12)OC)CCC(C)=O (4-(4-Fluoro-6-methoxy-2-naphthyl)butan-2-one), C(CO)O (ethane-1,2-diol), C1(=CC=C(C=C1)S(=O)(=O)O)C (toluene-4-sulphonic acid), C(O)([O-])=O.[Na+] (sodium hydrogen carbonate). The solvent is C1=CC=CC=C1 (benzene), O (water), petroleum ether. Yields the product FC1=CC(=CC2=CC=C(C=C12)OC)CCC1(OCCO1)C (2-[2-(4-Fluoro-6-methoxy-2-naphthyl)-ethyl]-2-methyl-1,3-dioxolane). Yield: 53.0%. Reaction SMILES: [F:1][C:2]1[C:11]2[C:6](=[CH:7][CH:8]=[C:9]([O:12][CH3:13])[CH:10]=2)[CH:5]=[C:4]([CH2:14][CH2:15][C:16](=[O:18])[CH3:17])[CH:3]=1.[CH2:19](O)[CH2:20][OH:21].C1(C)C=CC(S(O)(=O)=O)=CC=1.C(=O)([O-])O.[Na+]>C1C=CC=CC=1.O>[F:1][C:2]1[C:11]2[C:6](=[CH:7][CH:8]=[C:9]([O:12][CH3:13])[CH:10]=2)[CH:5]=[C:4]([CH2:14][CH2:15][C:16]2([CH3:17])[O:21][CH2:20][CH2:19][O:18]2)[CH:3]=1 |f:3.4|. Procedure: 4-(4-Fluoro-6-methoxy-2-naphthyl)butan-2-one (4.2 g), ethane-1,2-diol (30 ml) and toluene-4-sulphonic acid (0.2 g) were heated under reflux in benzene for 18 hours with continuous removal of water by means of a Dean-Stark trap. The solution was then cooled to room temperature and sodium hydrogen carbonate solution was added. The aqueous layer was washed with ether. The combined organic layers were washed with water and dried over anhydrous sodium sulphate. Evaporation of the solvent under reduce... Starting materials: OBO, CCOCC, Cc1cc(C#Cc2c[nH]c(C)n2)ccn1, ClCCl, Fc1ccccc1. Product: Cc1cc(C#Cc2cn(-c3ccc(F)cc3)c(C)n2)ccn1. As a reaction SMILES: [BH:16]([OH:17])[OH:18].[CH2:26]([O:27][CH2:28][CH3:29])[CH3:30].[CH3:1][c:2]1[n:3][cH:4][cH:5][c:6]([C:8]#[C:9][c:10]2[n:11][c:12]([CH3:15])[nH:13][cH:14]2)[cH:7]1.[Cl:31][CH2:32][Cl:33].[F:19][c:20]1[cH:21][cH:22][cH:23][cH:24][cH:25]1>>[CH3:1][c:2]1[n:3][cH:4][cH:5][c:6]([C:8]#[C:9][c:10]2[n:11][c:12]([CH3:15])[n:13](-[c:23]3[cH:22][cH:21][c:20]([F:19])[cH:25][cH:24]3)[cH:14]2)[cH:7]1.